describe an organic reaction: reactants, conditions, products, and yield From a dataset of the Open Reaction Database (ORD), a public repository of structured organic reaction records. Reactants: COC1=CC=C(C=C1)P1(SP(S1)(C1=CC=C(C=C1)OC)=S)=S (2,4-bis(4-methoxyphenyl)-1,3-dithia-2,4-diphosphetane-2,4-disulfide), ClC1=C(OC2=CC3=C(N(C(C(O3)C)=O)C)C=C2)C=CC(=C1)C(F)(F)F (7-(2-Chloro-4-trifluoromethylphenoxy)-2,4-dimethyl-2H-1,4-benzoxazine-3 (4H)-one), resultant mixture. Run in C1(=CC=CC=C1)C (toluene). Product: ClC1=C(OC2=CC3=C(N(C(C(O3)C)=S)C)C=C2)C=CC(=C1)C(F)(F)F (7-(2-Chloro-4-trifluoromethylphenoxy)-2,4-dimethyl-2H-1,4-benzoxazine-3 (4H)-thione). RXN SMILES: [Cl:1][C:2]1[CH:21]=[C:20]([C:22]([F:25])([F:24])[F:23])[CH:19]=[CH:18][C:3]=1[O:4][C:5]1[CH:17]=[CH:16][C:8]2[N:9]([CH3:15])[C:10](=O)[CH:11]([CH3:13])[O:12][C:7]=2[CH:6]=1.COC1C=CC(P2(=S)SP(=S)(C3C=CC(OC)=CC=3)[S:35]2)=CC=1>C1(C)C=CC=CC=1>[Cl:1][C:2]1[CH:21]=[C:20]([C:22]([F:25])([F:24])[F:23])[CH:19]=[CH:18][C:3]=1[O:4][C:5]1[CH:17]=[CH:16][C:8]2[N:9]([CH3:15])[C:10](=[S:35])[CH:11]([CH3:13])[O:12][C:7]=2[CH:6]=1. Procedure details: 7-(2-Chloro-4-trifluoromethylphenoxy)-2,4-dimethyl-2H-1,4-benzoxazine-3 (4H)-one (2.5 g) prepared in Example 6 was dissolved in toluene (30 ml), and 2,4-bis(4-methoxyphenyl)-1,3-dithia-2,4-diphosphetane-2,4-disulfide (1.9 g) was added thereto, and the resultant mixture was refluxed for 2 hr. The solvent was distilled off in vacuo, and the residue was purified by silica gel column chromatography (developing solvent: n-hexane/ethyl acetate=5/1) to prepare the title compound (2.9 g) as a colorless ...